From a dataset of the Open Reaction Database (ORD), a public repository of structured organic reaction records. describe an organic reaction: reactants, conditions, products, and yield Starting materials: OC(CN)COCC1=CC(=CC=C1)CN1CCCCC1 (2-hydroxy-3-[3-(1-piperidylmethyl)benzyloxy]propylamine), NC=1C(=NS(C1C(=O)OCC)(=O)=O)OCC (4-amino-3-ethoxy-5-ethoxycarbonylisothiazole-1,1-dioxide). Run in C(C)#N (acetonitrile). Reaction conditions: time 5 hour. Product: OC(CNC1=NS(C(=C1N)C(=O)OCC)(=O)=O)COCC1=CC(=CC=C1)CN1CCCCC1 (3-[2-Hydroxy-3-[3-(1-piperidylmethyl)benzyloxy]propylamino]-4-amino-5-ethoxycarbonyl-isothiazole-1,1-dioxide). The yield is 85.7%. As a reaction SMILES: [OH:1][CH:2]([CH2:5][O:6][CH2:7][C:8]1[CH:13]=[CH:12][CH:11]=[C:10]([CH2:14][N:15]2[CH2:20][CH2:19][CH2:18][CH2:17][CH2:16]2)[CH:9]=1)[CH2:3][NH2:4].[NH2:21][C:22]1[C:23](OCC)=[N:24][S:25](=[O:33])(=[O:32])[C:26]=1[C:27]([O:29][CH2:30][CH3:31])=[O:28]>C(#N)C>[OH:1][CH:2]([CH2:5][O:6][CH2:7][C:8]1[CH:13]=[CH:12][CH:11]=[C:10]([CH2:14][N:15]2[CH2:20][CH2:19][CH2:18][CH2:17][CH2:16]2)[CH:9]=1)[CH2:3][NH:4][C:23]1[C:22]([NH2:21])=[C:26]([C:27]([O:29][CH2:30][CH3:31])=[O:28])[S:25](=[O:32])(=[O:33])[N:24]=1. Procedure details: 1.39 g (5 mmol) of 2-hydroxy-3-[3-(1-piperidylmethyl)benzyloxy]propylamine are added dropwise to a suspension of 1.24 g (5 mmol) of 4-amino-3-ethoxy-5-ethoxycarbonylisothiazole-1,1-dioxide in 10 ml of acetonitrile and the mixture is stirred for 5 hours at room temperature. The residue obtained after evaporation of the solvent under vacuum is chromatographed with methanol against silica gel. The main fraction yields 2.06 g (86%) of the title compound. Reactants: NC1=NC=C(C=N1)C1=CC=C(C(=O)O)C=C1 (4-(2-amino-5-pyrimidyl)benzoic acid), Cl.ClC=1C=C2C=CC(=CC2=CC1)S(=O)(=O)N1CCNCC1 (1-[(6-chloronaphthalen-2-yl]sulfonyl]piperazine hydrochloride). Yields the product Cl.NC1=NC=C(C=N1)C1=CC=C(C(=O)N2CCN(CC2)S(=O)(=O)C2=CC3=CC=C(C=C3C=C2)Cl)C=C1 (1-[4-(2-Aminopyrimidin-5-yl)benzoyl]-4-[(6-chloronaphthalen-2-yl]sulfonyl]piperazine hydrochloride). Reaction SMILES: [NH2:1][C:2]1[N:7]=[CH:6][C:5]([C:8]2[CH:16]=[CH:15][C:11]([C:12]([OH:14])=O)=[CH:10][CH:9]=2)=[CH:4][N:3]=1.Cl.[Cl:18][C:19]1[CH:20]=[C:21]2[C:26](=[CH:27][CH:28]=1)[CH:25]=[C:24]([S:29]([N:32]1[CH2:37][CH2:36][NH:35][CH2:34][CH2:33]1)(=[O:31])=[O:30])[CH:23]=[CH:22]2>>[ClH:18].[NH2:1][C:2]1[N:3]=[CH:4][C:5]([C:8]2[CH:9]=[CH:10][C:11]([C:12]([N:35]3[CH2:34][CH2:33][N:32]([S:29]([C:24]4[CH:23]=[CH:22][C:21]5[C:26](=[CH:27][CH:28]=[C:19]([Cl:18])[CH:20]=5)[CH:25]=4)(=[O:31])=[O:30])[CH2:37][CH2:36]3)=[O:14])=[CH:15][CH:16]=2)=[CH:6][N:7]=1 |f:1.2,3.4|. Procedure: In the same manner as in Example A-4, a reaction was conducted using 4-(2-amino-5-pyrimidyl)benzoic acid and 1-[(6-chloronaphthalen-2-yl]sulfonyl]piperazine hydrochloride as starting materials, whereby the title compound was obtained. Starting materials: [Na] (sodium), C(C)(=O)[O-].[NH4+] (ammonium acetate), [Na] (sodium), [I-] (iodide), C(C)(=O)OO (peracetic acid), C(CCC)[Sn](C=1N=NN(C1)CCCCCCCCCC(=O)O)(CCCC)CCCC (10-(4-tributylstannyl-[1,2,3]triazol-1-yl)-decanoic acid), C(C)#N (acetonitrile), [I-] (iodide). The solvent is C(C)O (ethanol), [OH-].[Na+] (sodium hydroxide). Run at time 15 minute. Product: IC=1N=NN(C1)CCCCCCCCCC(=O)O (10-(4-iodo-[1,2,3]triazol-1-yl)-decanoic acid). Reaction SMILES: [Na].[I-:2].C([O-])(=O)C.[NH4+].C(OO)(=O)C.C([Sn](CCCC)(CCCC)[C:18]1[N:19]=[N:20][N:21]([CH2:23][CH2:24][CH2:25][CH2:26][CH2:27][CH2:28][CH2:29][CH2:30][CH2:31][C:32]([OH:34])=[O:33])[CH:22]=1)CCC.C(#N)C>[OH-].[Na+].C(O)C>[I:2][C:18]1[N:19]=[N:20][N:21]([CH2:23][CH2:24][CH2:25][CH2:26][CH2:27][CH2:28][CH2:29][CH2:30][CH2:31][C:32]([OH:34])=[O:33])[CH:22]=1 |f:2.3,7.8,^1:0|. Procedure: To sodium [123I] iodide, received in 5-20 μL 0.05M sodium hydroxide is added ammonium acetate buffer (100 μL pH 4.0, 0.2M), sodium [127I] iodide (10 μL, 1 mM solution in 0.01M sodium hydroxide, 1×10−8 moles), peracetic acid (PAA) solution (10 μL 1 mM solution, 1×10−8 moles) and finally 10-(4-tributylstannyl-[1,2,3]triazol-1-yl)-decanoic acid solution in ethanol or acetonitrile (53 μg, 1×10−7 moles). The reaction mixture is allowed to stand at room temperature for 15 minutes prior to HPLC purific... Starting materials: C(CCC)[Li] (n-butyllithium), II (iodine), N1=CC(=CC=C1)NC(C(C)(C)C)=O (N-3-pyridylpivalamide), CN(CCN(C)C)C (N,N,N′,N′-tetramethylethylenediamine). Solvent: CCCCCC (hexane), O1CCCC1 (tetrahydrofuran), O1CCCC1 (tetrahydrofuran). Conditions: temperature 0 celsius, time 1 hour. Yields the product CC(C(=O)NC=1C=NC=CC1I)C (2,2-Dimethyl-N-(4-iodo-pyridin-3-yl)-acetamide). Yield: 50.7%. Reaction SMILES: [N:1]1[CH:6]=[CH:5][CH:4]=[C:3]([NH:7][C:8](=[O:13])[C:9](C)([CH3:11])[CH3:10])[CH:2]=1.CN(C)CCN(C)C.C([Li])CCC.[I:27]I>O1CCCC1.CCCCCC>[CH3:10][CH:9]([CH3:11])[C:8]([NH:7][C:3]1[CH:2]=[N:1][CH:6]=[CH:5][C:4]=1[I:27])=[O:13]. Reported procedure: A solution of 91 g (510 mmol) N-3-pyridylpivalamide and 230 ml (1.53 mol) N,N,N′,N′-tetramethylethylenediamine under argon in 2000 ml tetrahydrofuran was cooled in a dry ice bath to −78° C. Within 1 h, 153 ml (1.53 mmol) of a 10 N n-butyllithium solution in hexane were added dropwise. The reaction mixture was stirred at 0° C. for additional 2 h. After cooling again to −78° C., 380 g (1.5 mol) iodine dissolved in 300 ml tetrahydrofuran were added dropwise during 1.5 h. The dry ice bath was remove... The reactants are C(CC)[C@@H]1CC[C@H](CC1)C(=O)Cl (trans-4-propylcyclohexanecarbonyl chloride), 18.8, FC1=CC=C(C=C1)C1=CC=C(C=C1)O (4'-fluoro-4-hydroxybiphenyl), N1=CC=CC=C1 (pyridine), O (water). Solvent: C1(=CC=CC=C1)C (toluene), C1(=CC=CC=C1)C (toluene). Run at time 20 hour. Yields the product C(CC)[C@@H]1CC[C@H](CC1)C(=O)OC1=CC=C(C=C1)C1=CC=C(C=C1)F (4'-fluorobiphenyl-4-yl trans-4-propylcyclohexanecarboxylate). As a reaction SMILES: [CH2:1]([C@H:4]1[CH2:9][CH2:8][C@H:7]([C:10](Cl)=[O:11])[CH2:6][CH2:5]1)[CH2:2][CH3:3].[F:13][C:14]1[CH:19]=[CH:18][C:17]([C:20]2[CH:25]=[CH:24][C:23]([OH:26])=[CH:22][CH:21]=2)=[CH:16][CH:15]=1.N1C=CC=CC=1.O>C1(C)C=CC=CC=1>[CH2:1]([C@H:4]1[CH2:9][CH2:8][C@H:7]([C:10]([O:26][C:23]2[CH:24]=[CH:25][C:20]([C:17]3[CH:16]=[CH:15][C:14]([F:13])=[CH:19][CH:18]=3)=[CH:21][CH:22]=2)=[O:11])[CH2:6][CH2:5]1)[CH2:2][CH3:3]. Procedure details: A solution of 18.8 g of trans-4-propylcyclohexanecarbonyl chloride in 20 ml of toluene was added dropwise to a solution of 18.8 of 4'-fluoro-4-hydroxybiphenyl and 8 g of pyridine in 25 ml of toluene and the mixture was heated, with stirring, at 80° for 20 hours. After cooling down water was added, the phases were separated, the organic phase was washed, evaporated and 4'-fluorobiphenyl-4-yl trans-4-propylcyclohexanecarboxylate was obtained, m.p. 96°, c.p. 174°. Starting materials: O=C([O-])[O-], CC(C)c1cc(C(C)C)c(-c2ccccc2P(C2CCCCC2)C2CCCCC2)c(C(C)C)c1, COc1cc(Cl)nc(SCc2cccc(F)c2F)n1, [Cs+], [Cs+], CC(=O)Nc1nc(C)c(S(N)(=O)=O)s1, O=C(C=Cc1ccccc1)C=Cc1ccccc1, O=C(C=Cc1ccccc1)C=Cc1ccccc1, C1COCCO1, O=C(C=Cc1ccccc1)C=Cc1ccccc1, [Pd], [Pd]. Product: COc1cc(NS(=O)(=O)c2sc(NC(C)=O)nc2C)nc(SCc2cccc(F)c2F)n1. RXN SMILES: [C:49](=[O:50])([O-:51])[O-:52].[CH:15]1([P:16]([CH:17]2[CH2:18][CH2:19][CH2:20][CH2:21][CH2:22]2)[c:23]2[cH:24][cH:25][cH:26][cH:27][c:28]2-[c:29]2[c:30]([CH:31]([CH3:32])[CH3:33])[cH:34][c:35]([CH:36]([CH3:37])[CH3:38])[cH:39][c:40]2[CH:41]([CH3:42])[CH3:43])[CH2:44][CH2:45][CH2:46][CH2:47][CH2:48]1.[Cl:55][c:56]1[n:57][c:58]([S:64][CH2:65][c:66]2[c:67]([F:73])[c:68]([F:72])[cH:69][cH:70][cH:71]2)[n:59][c:60]([O:62][CH3:63])[cH:61]1.[Cs+:53].[Cs+:54].[NH2:1][S:2](=[O:3])(=[O:4])[c:5]1[c:6]([CH3:14])[n:7][c:8]([NH:10][C:11]([CH3:12])=[O:13])[s:9]1.[O:100]=[C:101]([CH:102]=[CH:103][c:104]1[cH:105][cH:106][cH:107][cH:108][cH:109]1)[CH:110]=[CH:111][c:112]1[cH:113][cH:114][cH:115][cH:116][cH:117]1.[O:118]=[C:119]([CH:120]=[CH:121][c:122]1[cH:123][cH:124][cH:125][cH:126][cH:127]1)[CH:128]=[CH:129][c:130]1[cH:131][cH:132][cH:133][cH:134][cH:135]1.[O:74]1[CH2:75][CH2:76][O:77][CH2:78][CH2:79]1.[O:82]=[C:83]([CH:84]=[CH:85][c:86]1[cH:87][cH:88][cH:89][cH:90][cH:91]1)[CH:92]=[CH:93][c:94]1[cH:95][cH:96][cH:97][cH:98][cH:99]1.[Pd:80].[Pd:81]>>[NH:1]([S:2](=[O:3])(=[O:4])[c:5]1[c:6]([CH3:14])[n:7][c:8]([NH:10][C:11]([CH3:12])=[O:13])[s:9]1)[c:56]1[n:57][c:58]([S:64][CH2:65][c:66]2[c:67]([F:73])[c:68]([F:72])[cH:69][cH:70][cH:71]2)[n:59][c:60]([O:62][CH3:63])[cH:61]1. Starting materials: FC(C1=CC(=NC=2N1N=CC2C(=O)O)C2=CC=C(C=C2)C(F)(F)F)(F)F (7-trifluoromethyl-5-(4-trifluoromethyl-phenyl)-pyrazolo[1,5-a]pyrimidine-3-carboxylic acid), NC=1C=C(C=CC1)S(=O)(=O)NCC (3-amino-N-ethyl-benzenesulfonamide). The product is C(C)NS(=O)(=O)C=1C=C(C=CC1)NC(=O)C=1C=NN2C1N=C(C=C2C(F)(F)F)C2=CC=C(C=C2)C(F)(F)F (7-Trifluoromethyl-5-(4-trifluoromethyl-phenyl)-pyrazolo[1,5-a]pyrimidine-3-carboxylic acid(3-ethylsulfamoyl-phenyl)-amide). RXN SMILES: [F:1][C:2]([F:26])([F:25])[C:3]1[N:8]2[N:9]=[CH:10][C:11]([C:12](O)=[O:13])=[C:7]2[N:6]=[C:5]([C:15]2[CH:20]=[CH:19][C:18]([C:21]([F:24])([F:23])[F:22])=[CH:17][CH:16]=2)[CH:4]=1.[NH2:27][C:28]1[CH:29]=[C:30]([S:34]([NH:37][CH2:38][CH3:39])(=[O:36])=[O:35])[CH:31]=[CH:32][CH:33]=1>>[CH2:38]([NH:37][S:34]([C:30]1[CH:29]=[C:28]([NH:27][C:12]([C:11]2[CH:10]=[N:9][N:8]3[C:3]([C:2]([F:26])([F:25])[F:1])=[CH:4][C:5]([C:15]4[CH:20]=[CH:19][C:18]([C:21]([F:24])([F:22])[F:23])=[CH:17][CH:16]=4)=[N:6][C:7]=23)=[O:13])[CH:33]=[CH:32][CH:31]=1)(=[O:36])=[O:35])[CH3:39]. Reported procedure: The title compound was prepared from 7-trifluoromethyl-5-(4-trifluoromethyl-phenyl)-pyrazolo[1,5-a]pyrimidine-3-carboxylic acid (example C.2) and 3-amino-N-ethyl-benzenesulfonamide [CAS 56445-08-0] according to general procedure II. Yellow solid. MS (ISP) 556.0 [(M+H)+]; mp 207° C.